This data is from the Open Reaction Database (ORD), a public repository of structured organic reaction records. The task is: describe an organic reaction: reactants, conditions, products, and yield Reactants: C(C1CO1)OCC1CO1 (diglycidylether), epoxy resin, N1=CC=NC=C1 (pyrazine), C(C1=CC=CC=C1)Br (benzyl bromide), Polymer J, LY 556, C(C1=CC=CC=C1)Br (benzyl bromide), N1=CC=NC=C1 (pyrazine), epoxy resin, F[Sb-](F)(F)(F)(F)F (hexafluoroantimonate), epoxy resin, OC1=CC=C(C=C1)C(C)(C)C1=CC=C(C=C1)O (bisphenol A), CC(C)(C1=CC=C(C=C1)OCC2CO2)C3=CC=C(C=C3)OCC4CO4 (DGEBA), cycloaliphatic. Solvent: N1=CC=CC=C1 (pyridine). Product: [Br-].C(C1=CC=CC=C1)[N+]1=CC=NC=C1 (benzylpyrazinium bromide). RXN SMILES: C(OCC1OC1)C1OC1.OC1C=CC([C:17]([C:20]2[CH:25]=[CH:24][C:23](O)=[CH:22][CH:21]=2)(C)C)=CC=1.CC(C1C=CC(OCC2OC2)=CC=1)(C1C=CC(OCC2OC2)=CC=1)C.F[Sb-](F)(F)(F)(F)F.C([Br:66])C1C=CC=CC=1.[N:67]1[CH:72]=[CH:71][N:70]=[CH:69][CH:68]=1>N1C=CC=CC=1>[Br-:66].[CH2:17]([N+:67]1[CH:72]=[CH:71][N:70]=[CH:69][CH:68]=1)[C:20]1[CH:21]=[CH:22][CH:23]=[CH:24][CH:25]=1 |f:7.8|. Reported procedure: As a difunctional resin, a diglycidylether of bisphenol A (hereinafter referred to as “DGEBA”) type epoxy resin, in a greater detail, “LY 556” manufactured by Ciba-Geigy AG and “YD-128” manufactured by Kukdo Chemicals were used. As a cycloaliphatic difunctional resin (hereinafter referred to as “CAE”), an epoxy resin “ERL 4221” manuafactured by Union Carbide Company was used. As a trifunctional resin, “Tactix 742” manufactured by Dow Chemicals and “YH 300” manufactured by Kukdo chemicals were us...